Task: describe an organic reaction: reactants, conditions, products, and yield. Dataset: the Open Reaction Database (ORD), a public repository of structured organic reaction records Starting materials: C(C)(C)N(CC)C(C)C (diisopropyl ethyl amine), COC(=O)C=1N=C(SC1)NC([C@H]([C@@H](C)C1=CC=CC=C1)NC(C(C1=CC=C(C=C1)SC)NC(=O)OC(C)(C)C)=O)=O (2-{(2S,3S)-2-[2-tert-Butoxycarbonylamino-2-(4-methylsulfanyl-phenyl)-acetylamino]-3-phenyl-butyrylamino}-thiazole-4-carboxylic acid methyl ester), O=C(OC(Cl)(Cl)Cl)Cl (diphosgene). Run in ClCCl (dichloromethane), solution, FC(C(=O)O)(F)F (trifluoroacetic acid), ClCCl (dichloromethane), ClCCl (dichloromethane). Conditions: time 20 minute. Product: COC(=O)C=1N=C(SC1)NC([C@H]([C@@H](C)C1=CC=CC=C1)N1C(NC(C1=O)C1=CC=C(C=C1)SC)=O)=O (2-{(2S,3S)-2-[4-(4-methylsulfanyl-phenyl)-2,5-dioxo-imidazolidin-1-yl]-3-phenyl-butyrylamino}-thiazole-4-carboxylic acid methyl ester). Reaction SMILES: [CH3:1][O:2][C:3]([C:5]1[N:6]=[C:7]([NH:10][C:11](=[O:41])[C@@H:12]([NH:21][C:22](=[O:40])[CH:23]([NH:32][C:33](OC(C)(C)C)=[O:34])[C:24]2[CH:29]=[CH:28][C:27]([S:30][CH3:31])=[CH:26][CH:25]=2)[C@H:13]([C:15]2[CH:20]=[CH:19][CH:18]=[CH:17][CH:16]=2)[CH3:14])[S:8][CH:9]=1)=[O:4].C(N(C(C)C)CC)(C)C.O=C(Cl)OC(Cl)(Cl)Cl>FC(F)(F)C(O)=O.ClCCl>[CH3:1][O:2][C:3]([C:5]1[N:6]=[C:7]([NH:10][C:11](=[O:41])[C@@H:12]([N:21]2[C:22](=[O:40])[CH:23]([C:24]3[CH:25]=[CH:26][C:27]([S:30][CH3:31])=[CH:28][CH:29]=3)[NH:32][C:33]2=[O:34])[C@H:13]([C:15]2[CH:20]=[CH:19][CH:18]=[CH:17][CH:16]=2)[CH3:14])[S:8][CH:9]=1)=[O:4]. Procedure details: 2-{(2S,3S)-2-[2-tert-Butoxycarbonylamino-2-(4-methylsulfanyl-phenyl)-acetylamino]-3-phenyl-butyrylamino}-thiazole-4-carboxylic acid methyl ester (110 mg, 0.18 mmol) was dissolved at 0° C. in a 30% solution of trifluoroacetic acid in dichloromethane. After 2.5 hours the reaction mixture was partitioned between ethyl acetate and aqueous saturated sodium bicarbonate. The aqueous layer was adjusted to pH=8 by the addition of solid sodium bicarbonate and then extracted twice with ethyl acetate. The c... Starting materials: C(C)(=O)O (acetic acid), C(=O)(N1C=NC=C1)N1C=NC=C1 (carbonyldiimidazole), C(C1=CC=CC=C1)OC(NC(CC1CC1)(C)C(NO)=N)=O ([2-Cyclopropyl-1-(N-hydroxycarbamimidoyl)-1-methyl-ethyl]-carbamic acid benzyl ester). Run in CN(C)C=O (DMF), CN(C)C=O (DMF). Conditions: time 45 minute. Yields the product C(C1=CC=CC=C1)OC(NC(CC1CC1)(C1=NOC(=N1)C)C)=O ([2-Cyclopropyl-1-methyl-1-(5-methyl-[1,2,4]oxadiazol-3-yl)-ethyl]-carbamic acid benzyl ester). Yield: 78.1%. As a reaction SMILES: [C:1](O)(=O)[CH3:2].C(N1C=CN=C1)(N1C=CN=C1)=O.[CH2:17]([O:24][C:25](=[O:37])[NH:26][C:27]([C:33](=[NH:36])[NH:34][OH:35])([CH3:32])[CH2:28][CH:29]1[CH2:31][CH2:30]1)[C:18]1[CH:23]=[CH:22][CH:21]=[CH:20][CH:19]=1>CN(C=O)C>[CH2:17]([O:24][C:25](=[O:37])[NH:26][C:27]([CH3:32])([C:33]1[N:36]=[C:1]([CH3:2])[O:35][N:34]=1)[CH2:28][CH:29]1[CH2:31][CH2:30]1)[C:18]1[CH:19]=[CH:20][CH:21]=[CH:22][CH:23]=1. Procedure: To a solution of acetic acid (139 mg, 132 μl, 2.31 mmol) in dry DMF (8 ml) under an argon atmosphere was added carbonyldiimidazole (374 mg, 2.31 mmol) and the reaction mixture was stirred at room temperature for 45 minutes. Addition of a solution of [2-Cyclopropyl-1-(N-hydroxycarbamimidoyl)-1-methyl-ethyl]-carbamic acid benzyl ester (Example 66c, 0.64 g, 2.2 mmol) in dry DMF (4 ml) and the resulting reaction mixture was stirred at room temperature for 2 hours. The reaction was then stirred at 13...